Dataset: the Open Reaction Database (ORD), a public repository of structured organic reaction records. Task: describe an organic reaction: reactants, conditions, products, and yield Reactants: [Li+].[OH-] (LiOH), BrC=1C=CC(=C(C(=O)OCC2=CC=C(C=C2)F)C1)OCC1=CC=C(C=C1)F ((4-fluorophenyl)methyl 5-bromo-2-{[(4-fluorophenyl)methyl]oxy}benzoate), Cl (HCl). The solvent is O1CCCC1 (tetrahydrofuran), O (water), O (water). Conditions: temperature 70 celsius, time 8 hour. The product is BrC=1C=CC(=C(C(=O)O)C1)OCC1=CC=C(C=C1)F (5-Bromo-2-{[(4-fluorophenyl)methyl]oxy}benzoic acid). Reaction SMILES: [Li+].[OH-].[Br:3][C:4]1[CH:5]=[CH:6][C:7]([O:21][CH2:22][C:23]2[CH:28]=[CH:27][C:26]([F:29])=[CH:25][CH:24]=2)=[C:8]([CH:20]=1)[C:9]([O:11]CC1C=CC(F)=CC=1)=[O:10].Cl>O1CCCC1.O>[Br:3][C:4]1[CH:5]=[CH:6][C:7]([O:21][CH2:22][C:23]2[CH:24]=[CH:25][C:26]([F:29])=[CH:27][CH:28]=2)=[C:8]([CH:20]=1)[C:9]([OH:11])=[O:10] |f:0.1|. Reported procedure: Solid LiOH (0.23 g, 9.58 mmol) was added to a stirred solution of (4-fluorophenyl)methyl 5-bromo-2-{[(4-fluorophenyl)methyl]oxy}benzoate (may be prepared as described in Description 86; 1 g, 1.92 mmol) in tetrahydrofuran (30 ml) and water (10 ml) in air at room temperature. The reaction mixture was stirred at 70° C. overnight. After cooling to room temperature, the solvent was removed to obtain a solid, which was dissolved in water (20 ml) and stirred in an ice-water bath. 1N HCl (aq) was added ... The reactants are C1CCOC1, COc1cc(C(=O)N2CCC3(CC2)CC(=O)c2cc(NC(=O)OCc4ccccc4)ccc2O3)nc2c(OC)cccc12, CO. Product: COc1cc(C(=O)N2CCC3(CC2)CC(=O)c2cc(N)ccc2O3)nc2c(OC)cccc12. Reaction SMILES: [CH2:44]1[O:45][CH2:46][CH2:47][CH2:48]1.[CH3:1][O:2][c:3]1[cH:4][c:5]([C:15](=[O:16])[N:17]2[CH2:18][CH2:19][C:20]3([O:21][c:22]4[cH:23][cH:24][c:25]([NH:31][C:32](=[O:33])[O:34][CH2:35][c:36]5[cH:37][cH:38][cH:39][cH:40][cH:41]5)[cH:26][c:27]4[C:28](=[O:30])[CH2:29]3)[CH2:42][CH2:43]2)[n:6][c:7]2[c:8]([O:13][CH3:14])[cH:9][cH:10][cH:11][c:12]12.[CH3:49][OH:50]>>[CH3:1][O:2][c:3]1[cH:4][c:5]([C:15](=[O:16])[N:17]2[CH2:18][CH2:19][C:20]3([O:21][c:22]4[cH:23][cH:24][c:25]([NH2:31])[cH:26][c:27]4[C:28](=[O:30])[CH2:29]3)[CH2:42][CH2:43]2)[n:6][c:7]2[c:8]([O:13][CH3:14])[cH:9][cH:10][cH:11][c:12]12. Reactants: N([C@@H]([C@H](O)C)C(=O)O)C(=O)OCC1=CC=CC=C1 (Z-Thr-OH), N#N (N2), S(O)(O)(=O)=O (sulfuric acid), C=C(C)C (isobutene). Solvent: ClCCl (dichloromethane), CCCCCC (n-hexane), C(Cl)(Cl)Cl (chloroform). Conditions: temperature 20 celsius, time 2 day. The product is N([C@@H]([C@H](OC(C)(C)C)C)C(=O)OC(C)(C)C)C(=O)OCC1=CC=CC=C1 (Z-Thr(tBu)-OtBu). RXN SMILES: [NH:1]([C:9]([O:11][CH2:12][C:13]1[CH:18]=[CH:17][CH:16]=[CH:15][CH:14]=1)=[O:10])[C@H:2]([C:6]([OH:8])=[O:7])[C@@H:3]([CH3:5])[OH:4].S(=O)(=O)(O)O.[CH2:24]=[C:25]([CH3:27])[CH3:26].N#N>ClCCl.C(Cl)(Cl)Cl.CCCCCC>[NH:1]([C:9]([O:11][CH2:12][C:13]1[CH:18]=[CH:17][CH:16]=[CH:15][CH:14]=1)=[O:10])[C@H:2]([C:6]([O:8][C:13]([CH3:18])([CH3:14])[CH3:12])=[O:7])[C@@H:3]([CH3:5])[O:4][C:25]([CH3:27])([CH3:26])[CH3:24]. Procedure: Z-Thr-OH (25.3 g, 0. 1 mol, Peptide Research Laboratories, Japan) was suspended in dichloromethane (250 ml), to which was added conc. sulfuric acid (1 ml). The mixture was cooled on a dry ice-acetone bath, to which was blown isobutene (the volume increased by 200 ml). The vessel was closed tightly, and the mixture was stirred for 2 days at 20° C. The vessel was opened, into which was blown N2 at 20° C. to purge isobutene, followed by addition of water. The mixture was neutralized with a 10% (W/V... Reactants: C(CCC)[Li] (n-butyllithium), COC1=C(C=O)C(=CC(=C1OC)OC)C (2,3,4-trimethoxy-6-methylbenzaldehyde), ClC1=NC(=C(C(=C1Cl)[Li])C(F)(F)F)Cl (2,3,6-trichloro-5-trifluoromethyl-4-pyridyllithium), C(C)(C)NC(C)C (diisopropylamine), ClC1=NC(=C(C=C1Cl)C(F)(F)F)Cl (2,3,6-trichloro-5-trifluoromethylpyridine). The solvent is C1(=CC=CC=C1)C (toluene), O (water), C(C)OCC (diethyl ether), C(C)OCC (diethyl ether). Reaction conditions: temperature -78 celsius, time 45 minute. Yields the product COC1=C(C(=CC(=C1OC)OC)C)C(O)C1=C(C(=NC(=C1C(F)(F)F)Cl)Cl)Cl ((2,3,4-trimethoxy-6-methylphenyl)(2,3,6-trichloro-5-trifluoromethyl-4-pyridyl)methanol). As a reaction SMILES: C([Li])CCC.C(NC(C)C)(C)C.[Cl:13][C:14]1[C:19]([Cl:20])=[CH:18][C:17]([C:21]([F:24])([F:23])[F:22])=[C:16]([Cl:25])[N:15]=1.ClC1C(Cl)=C([Li])C(C(F)(F)F)=C(Cl)N=1.[CH3:40][O:41][C:42]1[C:49]([O:50][CH3:51])=[C:48]([O:52][CH3:53])[CH:47]=[C:46]([CH3:54])[C:43]=1[CH:44]=[O:45]>C(OCC)C.C1(C)C=CC=CC=1.O>[CH3:40][O:41][C:42]1[C:49]([O:50][CH3:51])=[C:48]([O:52][CH3:53])[CH:47]=[C:46]([CH3:54])[C:43]=1[CH:44]([C:18]1[C:17]([C:21]([F:24])([F:22])[F:23])=[C:16]([Cl:25])[N:15]=[C:14]([Cl:13])[C:19]=1[Cl:20])[OH:45]. Procedure: 17 ml (25 mmol) of n-butyllithium (1.5 mol/l hexane solution) was dropwise added at 0° C. to a solution having 3.6 ml (25 mmol) of diisopropylamine dissolved in 60 ml of diethyl ether, followed by stirring for 45 minutes. The solution was cooled to −78° C., and a solution having 6.0 g (24 mmol) of 2,3,6-trichloro-5-trifluoromethylpyridine dissolved in 8 ml of diethyl ether was added, followed by stirring for 25 minutes to prepare 2,3,6-trichloro-5-trifluoromethyl-4-pyridyllithium, and then a sol... The reactants are [Br-], [Br-], ClC(Cl)Cl, OCc1cc(F)ccc1-c1ccccc1, c1ccc(P(c2ccccc2)c2ccccc2)cc1. The product is Fc1ccc(-c2ccccc2)c(CBr)c1. RXN SMILES: [Br-:1].[Br-:2].[CH:37]([Cl:38])([Cl:39])[Cl:40].[F:22][c:23]1[cH:24][c:25]([CH2:35][OH:36])[c:26](-[c:29]2[cH:30][cH:31][cH:32][cH:33][cH:34]2)[cH:27][cH:28]1.[c:3]1([P:4]([c:5]2[cH:6][cH:7][cH:8][cH:9][cH:10]2)[c:11]2[cH:12][cH:13][cH:14][cH:15][cH:16]2)[cH:17][cH:18][cH:19][cH:20][cH:21]1>>[Br:1][CH2:35][c:25]1[cH:24][c:23]([F:22])[cH:28][cH:27][c:26]1-[c:29]1[cH:30][cH:31][cH:32][cH:33][cH:34]1. Starting materials: BrC1=CC=C(C=C1)S(=O)(=O)N[C@H](C(=S)O)CCCC ((S)-2-(4-bromobenzenesulfonylamino)-4-ethylthiobutanoic acid), C1(CCCCC1)N=C=NC1CCCCC1 (N,N'-dicyclohexylcarbodiimide), NC1=CC=C(C=C1)CC(=O)OCC (ethyl 4-aminophenylacetate). The solvent is ClCCl (dichloromethane). The product is BrC1=CC=C(C=C1)S(=O)(=O)N[C@H](C(=S)NC1=CC=C(C=C1)CC(=O)OCC)CCCC ((S)-2-(4-bromobenzenesulfonylamino)-N-(4-(ethoxycarbonylmethyl)phenyl)-4-ethylthiobutanamide). The yield is 41.6%. Reaction SMILES: [Br:1][C:2]1[CH:7]=[CH:6][C:5]([S:8]([NH:11][C@@H:12]([CH2:16][CH2:17][CH2:18][CH3:19])[C:13](O)=[S:14])(=[O:10])=[O:9])=[CH:4][CH:3]=1.[NH2:20][C:21]1[CH:26]=[CH:25][C:24]([CH2:27][C:28]([O:30][CH2:31][CH3:32])=[O:29])=[CH:23][CH:22]=1.C1(N=C=NC2CCCCC2)CCCCC1>ClCCl>[Br:1][C:2]1[CH:7]=[CH:6][C:5]([S:8]([NH:11][C@@H:12]([CH2:16][CH2:17][CH2:18][CH3:19])[C:13]([NH:20][C:21]2[CH:22]=[CH:23][C:24]([CH2:27][C:28]([O:30][CH2:31][CH3:32])=[O:29])=[CH:25][CH:26]=2)=[S:14])(=[O:10])=[O:9])=[CH:4][CH:3]=1. Procedure: The procedure described in Example 180 was repeated, except that (S)-2-(4-bromobenzenesulfonylamino)-4-ethylthiobutanoic acid (199 mg) and ethyl 4-aminophenylacetate (95.7 mg) were condensed in dichloromethane (2 ml) in the presence of N,N'-dicyclohexylcarbodiimide (139.1 mg). The reaction mixture was filtered, and the filtrate was concentrated. The resulting crude product was recrystallized from ethanol to obtain (S)-2-(4-bromobenzenesulfonylamino)-N-(4-(ethoxycarbonylmethyl)phenyl)-4-ethylthio...